This data is from the Open Reaction Database (ORD), a public repository of structured organic reaction records. The task is: describe an organic reaction: reactants, conditions, products, and yield Starting materials: ClCCC[Si](OCC)(OCC)C (3-chloropropylmethyldiethoxysilane), [N-]=[N+]=[N-].[Na+] (sodium azide), Example 1 ( a ). Reaction conditions: temperature 140 celsius. Product: N(=[N+]=[N-])CCC[Si](OCC)(OCC)C (3-azidopropylmethyldiethoxysilane). RXN SMILES: Cl[CH2:2][CH2:3][CH2:4][Si:5]([CH3:12])([O:9][CH2:10][CH3:11])[O:6][CH2:7][CH3:8].[N-:13]=[N+:14]=[N-:15].[Na+]>>[N:13]([CH2:2][CH2:3][CH2:4][Si:5]([CH3:12])([O:9][CH2:10][CH3:11])[O:6][CH2:7][CH3:8])=[N+:14]=[N-:15] |f:1.2|. Procedure: 1.0 mole of 3-chloropropylmethyldiethoxysilane and 1.1 moles of sodium azide were heated in the presence of 5 mole percent of the catalyst described in Example 1 (a) for three hours under stirring at 140° C. After the distillation under reduced pressure there was obtained the 3-azidopropylmethyldiethoxysilane in a yield of 94 weight percent. Starting materials: C(C)(C)N(CC)C(C)C (diisopropylethylamine), O.ON1N=NC2=C1C=CC=C2 (1-hydroxybenzotriazole hydrate), Cl.CN(CCCN=C=NCC)C (1-(3-dimethylaminopropyl)-3-ethyl-carbodiimide hydrochloride), O.ON1N=NC2=C1C=CC=C2 (1-hydroxybenzotriazole hydrate), Cl.CN(CCCN=C=NCC)C (1-(3-dimethylaminopropyl)-3-ethyl-carbodiimide hydrochloride), Cl.CNOC (N,O-dimethylhydroxyl-amine hydrochloride), C(CCC)OC1=NC=C(C(=O)O)C=C1C=1NC(C=2C(N1)=C(N(N2)CCOC)CC)=O (6-Butoxy-5-[3-ethyl-2-(2-methoxyethyl)-7-oxo-6,7-dihydro-2H-pyrazolo[4,3-d]pyrimidin-5-yl]nicotinic Acid). Solvent: ClCCl (dichloromethane), ClCCl (dichloromethane). Reaction conditions: time 14 hour. The product is C(CCC)OC1=NC=C(C(=O)N(C)OC)C=C1C=1NC(C=2C(N1)=C(N(N2)CCOC)CC)=O (6-Butoxy-5-[3-ethyl-2-(2-methoxyethyl)-7-oxo-6,7-dihydro-2H-pyrazolo[4,3-d]pyrimidin-5-yl]-N-methoxy-N-methylnicotinamide). The yield is 80.9%. Reaction SMILES: [CH2:1]([O:5][C:6]1[C:14]([C:15]2[NH:16][C:17](=[O:30])[C:18]3[C:19](=[C:21]([CH2:28][CH3:29])[N:22]([CH2:24][CH2:25][O:26][CH3:27])[N:23]=3)[N:20]=2)=[CH:13][C:9]([C:10]([OH:12])=O)=[CH:8][N:7]=1)[CH2:2][CH2:3][CH3:4].O.ON1C2C=CC=CC=2N=N1.Cl.CN(C)CCCN=C=NCC.C(N(C(C)C)CC)(C)C.Cl.[CH3:64][NH:65][O:66][CH3:67]>ClCCl>[CH2:1]([O:5][C:6]1[C:14]([C:15]2[NH:16][C:17](=[O:30])[C:18]3[C:19](=[C:21]([CH2:28][CH3:29])[N:22]([CH2:24][CH2:25][O:26][CH3:27])[N:23]=3)[N:20]=2)=[CH:13][C:9]([C:10]([N:65]([O:66][CH3:67])[CH3:64])=[O:12])=[CH:8][N:7]=1)[CH2:2][CH2:3][CH3:4] |f:1.2,3.4,6.7|. Procedure details: 6-Butoxy-5-[3-ethyl-2-(2-methoxyethyl)-7-oxo-6,7-dihydro-2H-pyrazolo-[4,3-d]pyrimidin-5-yl]nicotinic acid (Example 3) (200 mg, 0.48 mmol) was dissolved in dichloromethane and 1-hydroxybenzotriazole hydrate (78 mg, 0.58 mmol) and 1-(3-dimethylaminopropyl)-3-ethyl-carbodiimide hydrochloride (120 mg, 0.58 mmol) were added followed by diisopropylethylamine (0.34 mL, 1.95 mmol). N,O-dimethylhydroxyl-amine hydrochloride (56.3 mg, 0.58 mmol) was added and the mixture stirred at room temperature for 14 ...